This data is from the Open Reaction Database (ORD), a public repository of structured organic reaction records. The task is: describe an organic reaction: reactants, conditions, products, and yield The reactants are C(CCC)C=1NC(=C(N1)SC)C(=O)OCC (ethyl 2-butyl-4-(methylthio)-1H-imidazole-5-carboxylate), CS (methanethiol), BrCC1=CC=C(C=C1)C=1C(=CC=CC1)C(=O)OC (methyl 4'-(bromomethyl)-(1,1'-biphenyl)-2 -carboxylate). Yields the product C(CCC)C=1N(C(=C(N1)SC)C(=O)OCC)CC1=CC=C(C=C1)C1=C(C=CC=C1)C(=O)OC (Ethyl 2-butyl-1-[[2'-(methoxycarbonyl)-(1,1'-biphenyl)-4-yl]-methyl]-4-(methylthio)-1H-imidazole-5-carboxylate). Reaction SMILES: [CH2:1]([C:5]1[NH:6][C:7]([C:12]([O:14][CH2:15][CH3:16])=[O:13])=[C:8]([S:10][CH3:11])[N:9]=1)[CH2:2][CH2:3][CH3:4].CS.Br[CH2:20][C:21]1[CH:26]=[CH:25][C:24]([C:27]2[C:28]([C:33]([O:35][CH3:36])=[O:34])=[CH:29][CH:30]=[CH:31][CH:32]=2)=[CH:23][CH:22]=1>>[CH2:1]([C:5]1[N:6]([CH2:20][C:21]2[CH:26]=[CH:25][C:24]([C:27]3[CH:32]=[CH:31][CH:30]=[CH:29][C:28]=3[C:33]([O:35][CH3:36])=[O:34])=[CH:23][CH:22]=2)[C:7]([C:12]([O:14][CH2:15][CH3:16])=[O:13])=[C:8]([S:10][CH3:11])[N:9]=1)[CH2:2][CH2:3][CH3:4]. Procedure details: The operation is carried out as in Example 5, starting with 0.6 g of ethyl 2-butyl-4-(methylthio)-1H-imidazole-5-carboxylate (prepared as indicated in Stages C and D of Preparation 1, replacing the ethanethiol with methanethiol), using 907 mg of methyl 4'-(bromomethyl)-(1,1'-biphenyl)-2 -carboxylate. After chromatography on silica (eluant: methylene chloride--ethyl acetate (97-3)), 0.8 g of the desired product is obtained. Isolated yield 69.3%. RXN SMILES: [CH3:28][N:29]([CH3:30])[CH2:31][CH2:32][CH2:33][N:34]=[C:35]=[N:36][CH2:37][CH3:38].[CH3:42][N:43]([CH3:44])[CH:45]=[O:46].[Cl:39][CH2:40][Cl:41].[ClH:27].[F:1][C:2]([c:3]1[cH:4][cH:5][c:6]([NH:9][N:10]=[C:11]([C:12](=[O:13])[OH:14])[CH3:15])[cH:7][cH:8]1)([F:16])[F:17].[NH2:18][CH2:19][c:20]1[cH:21][cH:22][c:23]([Cl:26])[n:24][cH:25]1>>[F:1][C:2]([c:3]1[cH:4][cH:5][c:6]([NH:9][N:10]=[C:11]([C:12](=[O:14])[NH:18][CH2:19][c:20]2[cH:21][cH:22][c:23]([Cl:26])[n:24][cH:25]2)[CH3:15])[cH:7][cH:8]1)([F:16])[F:17]. Starting materials: CCN=C=NCCCN(C)C, CN(C)C=O, ClCCl, Cl, CC(=NNc1ccc(C(F)(F)F)cc1)C(=O)O, NCc1ccc(Cl)nc1. The product is CC(=NNc1ccc(C(F)(F)F)cc1)C(=O)NCc1ccc(Cl)nc1.